This data is from the Open Reaction Database (ORD), a public repository of structured organic reaction records. The task is: describe an organic reaction: reactants, conditions, products, and yield The reactants are CC(C)(C)OC(=O)Nc1ccc(C2CC2)cc1NC(=O)CC(=O)c1cccc(-n2ccnc2)c1, ClCCl, O=C(O)C(F)(F)F. Product: O=C1CC(c2cccc(-n3ccnc3)c2)=Nc2ccc(C3CC3)cc2N1. As a reaction SMILES: [C:1]([O:2][C:3](=[O:4])[NH:7][c:8]1[c:9]([NH:17][C:18]([CH2:19][C:20](=[O:5])[c:22]2[cH:23][c:24](-[n:28]3[cH:29][n:30][cH:31][cH:32]3)[cH:25][cH:26][cH:27]2)=[O:33])[cH:10][c:11]([CH:14]2[CH2:15][CH2:16]2)[cH:12][cH:13]1)([CH3:6])([CH3:21])[CH3:34].[Cl:42][CH2:43][Cl:44].[F:35][C:36]([F:37])([F:38])[C:39]([OH:40])=[O:41]>>[N:7]1=[C:20]([c:22]2[cH:23][c:24](-[n:28]3[cH:29][n:30][cH:31][cH:32]3)[cH:25][cH:26][cH:27]2)[CH2:19][C:18](=[O:33])[NH:17][c:9]2[c:8]1[cH:13][cH:12][c:11]([CH:14]1[CH2:15][CH2:16]1)[cH:10]2. The reactants are CC[SiH](CC)CC, Cn1c(=O)sc2cc(C(=O)CBr)ccc21, O, O=C(O)C(F)(F)F. Yields the product Cn1c(=O)sc2cc(CCBr)ccc21. As a reaction SMILES: [CH2:23]([SiH:24]([CH2:25][CH3:26])[CH2:27][CH3:28])[CH3:29].[CH3:1][n:2]1[c:3](=[O:15])[s:4][c:5]2[c:6]1[cH:7][cH:8][c:9]([C:11]([CH2:12][Br:13])=[O:14])[cH:10]2.[OH2:30].[OH:16][C:17]([C:18]([F:19])([F:20])[F:21])=[O:22]>>[CH3:1][n:2]1[c:3](=[O:15])[s:4][c:5]2[c:6]1[cH:7][cH:8][c:9]([CH2:11][CH2:12][Br:13])[cH:10]2. Reactants: [BH4-].[Na+] (Sodium borohydride), CO (methanol), O=C(CC(=O)OCC1=CC=C(C=C1)[N+](=O)[O-])C(COCC1=CC=CC=C1)C (p-Nitrobenzyl 3-oxo-5-benzyloxy-4-methylpentanoate). The solvent is C(C)(=O)OCC (ethyl acetate). Conditions: time 2 hour. Yields the product O=C(CC(=O)OC)C(COCC1=CC=CC=C1)C (methyl 3-oxo-5-benzyloxy-4-methylpentanoate). As a reaction SMILES: [BH4-].[Na+].CO.[O:5]=[C:6]([CH:21]([CH3:31])[CH2:22][O:23][CH2:24][C:25]1[CH:30]=[CH:29][CH:28]=[CH:27][CH:26]=1)[CH2:7][C:8]([O:10][CH2:11]C1C=CC([N+]([O-])=O)=CC=1)=[O:9]>C(OCC)(=O)C>[O:5]=[C:6]([CH:21]([CH3:31])[CH2:22][O:23][CH2:24][C:25]1[CH:26]=[CH:27][CH:28]=[CH:29][CH:30]=1)[CH2:7][C:8]([O:10][CH3:11])=[O:9] |f:0.1|. Procedure details: Sodium borohydride (1.89 g; 50 mmole) was added to methanol (20 ml), and the solution was heated under reflux for 10 minutes and then allowed to cool to room temperature. p-Nitrobenzyl 3-oxo-5-benzyloxy-4-methylpentanoate (3.7 g; 10 mmole) was dropwise added thereto, and the mixture was stirred at room temperature for 2 hours. The reaction mixture was diluted with ethyl acetate and washed with dilute hydrochloric acid and an aqueous solution of sodium chloride and dried over anhydrous sodium sul...